This data is from the Open Reaction Database (ORD), a public repository of structured organic reaction records. The task is: describe an organic reaction: reactants, conditions, products, and yield Starting materials: ClC1=C(C=C(C=C1)NC(C1=CC(=CC=C1)N(C)C)=O)[N+](=O)[O-] (N-(4-Chloro-3-nitro-phenyl)-3-dimethylamino-benzamide), C(=O)([O-])[O-].[K+].[K+] (K2CO3), NC1=CC=C(C=C1)S (4-aminothiophenol), O (water). Solvent: CN(C)C=O (DMF). Run at temperature 65 celsius. The product is NC1=CC=C(C=C1)SC1=C(C=C(C=C1)NC(C1=CC(=CC=C1)N(C)C)=O)[N+](=O)[O-] (N-[4-(4-Amino-phenylsulfanyl)-3-nitro-phenyl]-3-dimethylamino-benzamide). As a reaction SMILES: Cl[C:2]1[CH:7]=[CH:6][C:5]([NH:8][C:9](=[O:19])[C:10]2[CH:15]=[CH:14][CH:13]=[C:12]([N:16]([CH3:18])[CH3:17])[CH:11]=2)=[CH:4][C:3]=1[N+:20]([O-:22])=[O:21].C([O-])([O-])=O.[K+].[K+].[NH2:29][C:30]1[CH:35]=[CH:34][C:33]([SH:36])=[CH:32][CH:31]=1.O>CN(C=O)C>[NH2:29][C:30]1[CH:35]=[CH:34][C:33]([S:36][C:2]2[CH:7]=[CH:6][C:5]([NH:8][C:9](=[O:19])[C:10]3[CH:15]=[CH:14][CH:13]=[C:12]([N:16]([CH3:18])[CH3:17])[CH:11]=3)=[CH:4][C:3]=2[N+:20]([O-:22])=[O:21])=[CH:32][CH:31]=1 |f:1.2.3|. Procedure details: To a solution of Example 239b (5.0 g, 15.6 mmol) in DMF (50 mL) was added K2CO3 (4.3 g, 17.0 mmol) and 4-aminothiophenol (1.9 g, 8.5 mmol). The mixture was heated at 65° C. for 16 h. The reaction was cooled and poured into water. The aqueous phase was extracted with ethyl acetate (2×). The combined organic phases were washed with water, brine, and dried over sodium sulfate, filtered and concentrated under vacuum giving the title compound. The residue was purified by silica gel chromatography elu... Starting materials: CC1=NC2=C3N=C(C=C(C3=CC=C2C(=C1)C1=CC=CC=C1)C1=CC=CC=C1)C (2,9,-dimethyl-4,7-diphenyl-1,10-phenanthroline), C(Cl)(Cl)(Cl)Cl (carbon tetrachloride), C(Cl)(Cl)Cl (chloroform), ClN1C(CCC1=O)=O (N-chlorosuccinimide), C(C1=CC=CC=C1)(=O)OOC(C1=CC=CC=C1)=O (benzoyl peroxide). Conditions: time 6 hour. Product: ClC(C1=NC2=C3N=C(C=C(C3=CC=C2C(=C1)C1=CC=CC=C1)C1=CC=CC=C1)C(Cl)(Cl)Cl)(Cl)Cl (2,9-bis(trichloromethyl)-4,7-diphenyl-1,10-phenanthroline). Reaction SMILES: C[C:2]1[CH:15]=[C:14]([C:16]2[CH:21]=[CH:20][CH:19]=[CH:18][CH:17]=2)[C:13]2[C:4](=[C:5]3[C:10](=[CH:11][CH:12]=2)[C:9]([C:22]2[CH:27]=[CH:26][CH:25]=[CH:24][CH:23]=2)=[CH:8][C:7](C)=[N:6]3)[N:3]=1.ClN1C(=O)CCC1=O.C(OOC(=O)C1C=CC=CC=1)(=O)C1C=CC=CC=1.[C:55]([Cl:59])([Cl:58])([Cl:57])Cl.[CH:60]([Cl:63])([Cl:62])[Cl:61]>>[Cl:61][C:60]([Cl:63])([Cl:62])[C:7]1[CH:8]=[C:9]([C:22]2[CH:27]=[CH:26][CH:25]=[CH:24][CH:23]=2)[C:10]2[C:5](=[C:4]3[C:13](=[CH:12][CH:11]=2)[C:14]([C:16]2[CH:17]=[CH:18][CH:19]=[CH:20][CH:21]=2)=[CH:15][C:2]([C:55]([Cl:59])([Cl:58])[Cl:57])=[N:3]3)[N:6]=1. Procedure: A mixture composed of 2,9,-dimethyl-4,7-diphenyl-1,10-phenanthroline (4.0 g, 0.011 mole), N-chlorosuccinimide (9.0 g, 0.067 mole), benzoyl peroxide (0.011 g) and 96 ml carbon tetrachloride was stirred for 6 hr in an oil bath at 90°. After standing overnight at 4° C., crystals of succinimide were removed by filtration. The solvent was removed from the filtrate by vacuum evaporation to produce a light yellow solid which was then dissolved in chloroform. The organic layer was washed with saturated ... Starting materials: ice, FC1=C2CC/C(/C2=CC(=C1)F)=C\C(=O)Cl ((E)-2-(4,6-difluoro-1-indanylidene)acetyl chloride), C1(CC1)N (cyclopropylamine). Run in ClCCl (dichloromethane). Run at time 4 hour. Yields the product C1(CC1)NC(/C=C/1\CCC2=C(C=C(C=C12)F)F)=O ((E)-N-cyclopropyl-2-(4,6-difluoro-1-indanylidene)acetamide). Isolated yield 59.3%. As a reaction SMILES: [F:1][C:2]1[CH:10]=[C:9]([F:11])[CH:8]=[C:7]2[C:3]=1[CH2:4][CH2:5]/[C:6]/2=[CH:12]\[C:13](Cl)=[O:14].[CH:16]1([NH2:19])[CH2:18][CH2:17]1>ClCCl>[CH:16]1([NH:19][C:13](=[O:14])/[CH:12]=[C:6]2\[CH2:5][CH2:4][C:3]3[C:7]\2=[CH:8][C:9]([F:11])=[CH:10][C:2]=3[F:1])[CH2:18][CH2:17]1. Procedure details: An ice cold solution of (E)-2-(4,6-difluoro-1-indanylidene)acetyl chloride (2.97 g, 0.013 mol) in dichloromethane (30 mL) was treated with cyclopropylamine (1.48 g, 0.026 mol, Aldrich) and the mixture was stirred for 4 h. The mixture was concentrated in vacuo and the residue was taken up in a mixture of ethyl acetate and 5% aqueous sodium bicarbonate. The ethyl acetate phase was washed with 5% aqueous sodium bicarbonate, saturated aqueous NaCl and dried (Na2SO4). Chromatography on silica gel wit...